describe an organic reaction: reactants, conditions, products, and yield From a dataset of the Open Reaction Database (ORD), a public repository of structured organic reaction records. Starting materials: C1(C=2C(C(=O)O1)=CC=CC2)=O (phthalic anhydride), [N+](=O)([O-])C=1C=C2C=C(NC2=CC1)C (5-nitro-2-methylindole). Run in C(CCl)Cl (ethylene dichloride). Product: C1(=CC=CC=C1)C=1NC2=CC=CC=C2C1C(=O)C1=C(C(=O)O)C=CC=C1 (2-[(2-phenyl-3-indolyl)carbonyl]benzoic acid). Reaction SMILES: [C:1]1(=[O:11])[O:6][C:4](=[O:5])[C:3]2=[CH:7][CH:8]=[CH:9][CH:10]=[C:2]12.[N+]([C:15]1[CH:16]=[C:17]2[C:21](=[CH:22][CH:23]=1)[NH:20][C:19]([CH3:24])=[CH:18]2)([O-])=O>C(Cl)CCl>[C:24]1([C:19]2[NH:20][C:21]3[C:17]([C:18]=2[C:4]([C:3]2[CH:7]=[CH:8][CH:9]=[CH:10][C:2]=2[C:1]([OH:6])=[O:11])=[O:5])=[CH:16][CH:15]=[CH:23][CH:22]=3)[CH:4]=[CH:3][CH:2]=[CH:10][CH:9]=1. Procedure: Proceeding in a manner similar to that described in part A of Example 10, 29.6 g (0.20 mole) of phthalic anhydride and 35.2 g (0.20 mole) of 5-nitro-2-methylindole were interacted in 100 ml of ethylene dichloride to obtain 2-[(2-methyl-5-nitro-3-indolyl)carbonyl]benzoic acid (Formula VIII: R0 =R1 =R2 =R3 =R6 =H; R5 =CH3 ; Y1 =5-NO2), a red brown solid melting at 144°-148° C. and showing a strong carbonyl absorption maximum at 1700 cm-1 in the infrared spectrum. Starting materials: Bis(4-(di-tert-butylphosphino)-N,N-dimethylbenzenamine)dichloropalladium (II), COC1=CC=C(CNC2=NC3=CC=C(C=C3C=C2CCC(=O)NCC2CCCCC2)B2OC(C(O2)(C)C)(C)C)C=C1 (3-(2-(4-methoxybenzylamino)-6-(4,4,5,5-tetramethyl-1,3,2-dioxaborolan-2-yl)quinolin-3-yl)-N-(cyclohexylmethyl)propanamide), C(C)(=O)[O-].[K+] (potassium acetate), BrC=1N=CSC1 (4-bromothiazole). Run in CCO (EtOH), O (water). Product: NC1=NC2=CC=C(C=C2C=C1CCC(=O)NCC1CCCCC1)C=1N=CSC1 (3-(2-amino-6-(thiazol-4-yl)quinolin-3-yl)-N-(cyclohexylmethyl)propanamide). RXN SMILES: COC1C=CC(C[NH:8][C:9]2[C:18]([CH2:19][CH2:20][C:21]([NH:23][CH2:24][CH:25]3[CH2:30][CH2:29][CH2:28][CH2:27][CH2:26]3)=[O:22])=[CH:17][C:16]3[C:11](=[CH:12][CH:13]=[C:14](B4OC(C)(C)C(C)(C)O4)[CH:15]=3)[N:10]=2)=CC=1.C([O-])(=O)C.[K+].Br[C:48]1[N:49]=[CH:50][S:51][CH:52]=1>CCO.O>[NH2:8][C:9]1[C:18]([CH2:19][CH2:20][C:21]([NH:23][CH2:24][CH:25]2[CH2:30][CH2:29][CH2:28][CH2:27][CH2:26]2)=[O:22])=[CH:17][C:16]2[C:11](=[CH:12][CH:13]=[C:14]([C:48]3[N:49]=[CH:50][S:51][CH:52]=3)[CH:15]=2)[N:10]=1 |f:1.2|. Reported procedure: DMF (54 ml, 701 mmol, 2.5 eq.) was added dropwise (via a syringe pump) to phosphoryl trichloride (179 ml, 1962 mmol, 7.0 eq.) in a 350 mL sealed tube in an ice bath under nitrogen. After the addition, the water bath was removed and N-(4-bromophenyl)acetamide (60 g, 280 mmol) was added in one portion and the resulting mixture was stirred until a homogenous solution was observed (approx. 30 min.). The reaction vessel was sealed and heated at 75° C. for 48 h. The reaction was allowed to cool and sl... The reactants are N#Cc1ccc(Br)cc1, O=C([O-])[O-], CCCCc1c[nH]c2ccccc2c1=O, CC(C)=O, [K+], [K+]. Yields the product CCCCc1cn(Cc2ccc(C#N)cc2)c2ccccc2c1=O. RXN SMILES: [Br:22][c:23]1[cH:24][cH:25][c:26]([C:27]#[N:28])[cH:29][cH:30]1.[C:1](=[O:2])([O-:3])[O-:4].[CH2:7]([CH2:8][CH2:9][CH3:10])[c:11]1[cH:12][nH:13][c:14]2[cH:15][cH:16][cH:17][cH:18][c:19]2[c:20]1=[O:21].[CH3:31][C:32](=[O:33])[CH3:34].[K+:5].[K+:6]>>[CH2:1]([n:13]1[cH:12][c:11]([CH2:7][CH2:8][CH2:9][CH3:10])[c:20](=[O:21])[c:19]2[c:14]1[cH:15][cH:16][cH:17][cH:18]2)[c:23]1[cH:24][cH:25][c:26]([C:27]#[N:28])[cH:29][cH:30]1. Starting materials: CCN(C(C)C)C(C)C, CN1CCCNCC1, COC(=O)c1cnc(Cl)nc1, ClCCl. Yields the product COC(=O)c1cnc(N2CCCN(C)CC2)nc1. As a reaction SMILES: [CH2:20]([N:21]([CH:22]([CH3:23])[CH3:24])[CH:25]([CH3:26])[CH3:27])[CH3:28].[CH3:12][N:13]1[CH2:14][CH2:15][NH:16][CH2:17][CH2:18][CH2:19]1.[Cl:1][c:2]1[n:3][cH:4][c:5]([C:8](=[O:9])[O:10][CH3:11])[cH:6][n:7]1.[Cl:29][CH2:30][Cl:31]>>[c:2]1([N:16]2[CH2:15][CH2:14][N:13]([CH3:12])[CH2:19][CH2:18][CH2:17]2)[n:3][cH:4][c:5]([C:8](=[O:9])[O:10][CH3:11])[cH:6][n:7]1. The reactants are CCCCCCCCCCCCCCOc1ccc(CN(C(=O)NC)c2cccc(CBr)c2)cc1, Cc1cncs1, CC#N. Yields the product [Br-], CCCCCCCCCCCCCCOc1ccc(CN(C(=O)NC)c2cccc(C[n+]3csc(C)c3)c2)cc1. As a reaction SMILES: [Br:1][CH2:2][c:3]1[cH:4][c:5]([N:9]([C:10](=[O:11])[NH:12][CH3:13])[CH2:14][c:15]2[cH:16][cH:17][c:18]([O:21][CH2:22][CH2:23][CH2:24][CH2:25][CH2:26][CH2:27][CH2:28][CH2:29][CH2:30][CH2:31][CH2:32][CH2:33][CH2:34][CH3:35])[cH:19][cH:20]2)[cH:6][cH:7][cH:8]1.[CH3:36][c:37]1[cH:38][n:39][cH:40][s:41]1.[CH3:42][C:43]#[N:44]>>[Br-:1].[CH2:2]([c:3]1[cH:4][c:5]([N:9]([C:10](=[O:11])[NH:12][CH3:13])[CH2:14][c:15]2[cH:16][cH:17][c:18]([O:21][CH2:22][CH2:23][CH2:24][CH2:25][CH2:26][CH2:27][CH2:28][CH2:29][CH2:30][CH2:31][CH2:32][CH2:33][CH2:34][CH3:35])[cH:19][cH:20]2)[cH:6][cH:7][cH:8]1)[n+:39]1[cH:38][c:37]([CH3:36])[s:41][cH:40]1. Procedure details: The title compound was prepared from 7-difluoromethyl-5-(4-trifluoromethyl-phenyl)-pyrazolo[1,5-a]pyrimidine-3-carboxylic acid (example C.1) and 3-amino-N-pyridin-2-ylmethyl-benzenesulfonamide (example B.6) according to general procedure II. Yellow solid. MS (ISP) 601.1 [(M−H−]; mp 208° C. Starting materials: FC(C1=CC(=NC=2N1N=CC2C(=O)O)C2=CC=C(C=C2)C(F)(F)F)F (7-difluoromethyl-5-(4-trifluoromethyl-phenyl)-pyrazolo[1,5-a]pyrimidine-3-carboxylic acid), NC=1C=C(C=CC1)S(=O)(=O)NCC1=NC=CC=C1 (3-amino-N-pyridin-2-ylmethyl-benzenesulfonamide). The product is N1=C(C=CC=C1)CNS(=O)(=O)C=1C=C(C=CC1)NC(=O)C=1C=NN2C1N=C(C=C2C(F)F)C2=CC=C(C=C2)C(F)(F)F (7-Difluoromethyl-5-(4-trifluoromethyl-phenyl)-pyrazolo[1,5-a]pyrimidine-3-carboxylic acid{3-[(pyridin-2-ylmethyl)-sulfamoyl]-phenyl}-amide). Reaction SMILES: [F:1][CH:2]([F:25])[C:3]1[N:8]2[N:9]=[CH:10][C:11]([C:12](O)=[O:13])=[C:7]2[N:6]=[C:5]([C:15]2[CH:20]=[CH:19][C:18]([C:21]([F:24])([F:23])[F:22])=[CH:17][CH:16]=2)[CH:4]=1.[NH2:26][C:27]1[CH:28]=[C:29]([S:33]([NH:36][CH2:37][C:38]2[CH:43]=[CH:42][CH:41]=[CH:40][N:39]=2)(=[O:35])=[O:34])[CH:30]=[CH:31][CH:32]=1>>[N:39]1[CH:40]=[CH:41][CH:42]=[CH:43][C:38]=1[CH2:37][NH:36][S:33]([C:29]1[CH:28]=[C:27]([NH:26][C:12]([C:11]2[CH:10]=[N:9][N:8]3[C:3]([CH:2]([F:1])[F:25])=[CH:4][C:5]([C:15]4[CH:20]=[CH:19][C:18]([C:21]([F:24])([F:23])[F:22])=[CH:17][CH:16]=4)=[N:6][C:7]=23)=[O:13])[CH:32]=[CH:31][CH:30]=1)(=[O:34])=[O:35]. The reactants are C(C1=CC=CC=C1)[C@@H]1CC(=CCN1C(=O)OC(C)(C)C)C=1C=CC2=C(N3C(=NNC([C@H]3C)=O)CO2)C1 ((R)-tert-butyl 6-benzyl-4-((R)-1-methyl-2-oxo-1,2,3,5-tetrahydrobenzo[5,6][1,4]oxazino[3,4-c][1,2,4]triazin-9-yl)-5,6-dihydropyridine-1(2H)-carboxylate). The reagents and catalysts are [Pd] (Pd/C). The solvent is CO (MeOH). Conditions: temperature 50 celsius, time 12 hour. The product is C(C1=CC=CC=C1)[C@H]1N(CCC(C1)C=1C=CC2=C(N3C(=NNC([C@H]3C)=O)CO2)C1)C(=O)OC(C)(C)C ((2S)-tert-butyl 2-benzyl-4-((R)-1-methyl-2-oxo-1,2,3,5-tetrahydrobenzo[5,6][1,4]oxazino[3,4-c][1,2,4]triazin-9-yl)piperidine-1-carboxylate). Isolated yield 96.6%. As a reaction SMILES: [CH2:1]([C@H:8]1[N:13]([C:14]([O:16][C:17]([CH3:20])([CH3:19])[CH3:18])=[O:15])[CH2:12][CH:11]=[C:10]([C:21]2[CH:22]=[CH:23][C:24]3[O:35][CH2:34][C:27]4=[N:28][NH:29][C:30](=[O:33])[C@@H:31]([CH3:32])[N:26]4[C:25]=3[CH:36]=2)[CH2:9]1)[C:2]1[CH:7]=[CH:6][CH:5]=[CH:4][CH:3]=1>CO.[Pd]>[CH2:1]([C@@H:8]1[CH2:9][CH:10]([C:21]2[CH:22]=[CH:23][C:24]3[O:35][CH2:34][C:27]4=[N:28][NH:29][C:30](=[O:33])[C@@H:31]([CH3:32])[N:26]4[C:25]=3[CH:36]=2)[CH2:11][CH2:12][N:13]1[C:14]([O:16][C:17]([CH3:18])([CH3:20])[CH3:19])=[O:15])[C:2]1[CH:3]=[CH:4][CH:5]=[CH:6][CH:7]=1. Reported procedure: To a solution of (R)-tert-butyl 6-benzyl-4-((R)-1-methyl-2-oxo-1,2,3,5-tetrahydrobenzo[5,6][1,4]oxazino[3,4-c][1,2,4]triazin-9-yl)-5,6-dihydropyridine-1(2H)-carboxylate (0.330 g, 0.675 mmol) in MeOH (20 mL) was added Pd/C (10%, 0.033 g, 0.028 mmol) and the mixture was stirred under an atmosphere of H2 (50 psi) at 50° C. for 12 h. The reaction mixture was cooled to ambient temperature and filtered. The filtrate was concentrated in vacuo to give crude (2S)-tert-butyl 2-benzyl-4-((R)-1-methyl-2-oxo... The reactants are CC(C)(C)O, Cl, CN1CCCC1COc1cc(NC(=O)c2cccnc2F)ccc1C(F)(F)F, O=C(O)C(F)(F)F, Nc1cccc2c1CNC2=O, [Na+], [OH-]. Product: CN1CCCC1COc1cc(NC(=O)c2cccnc2Nc2cccc3c2CNC3=O)ccc1C(F)(F)F. RXN SMILES: [CH3:50][C:51]([OH:52])([CH3:53])[CH3:54].[ClH:47].[F:1][c:2]1[c:3]([C:4](=[O:5])[NH:6][c:7]2[cH:8][c:9]([O:17][CH2:18][CH:19]3[N:20]([CH3:24])[CH2:21][CH2:22][CH2:23]3)[c:10]([C:13]([F:14])([F:15])[F:16])[cH:11][cH:12]2)[cH:25][cH:26][cH:27][n:28]1.[F:29][C:30]([F:31])([F:32])[C:33]([OH:34])=[O:35].[NH2:36][c:37]1[c:38]2[c:42]([cH:43][cH:44][cH:45]1)[C:41](=[O:46])[NH:40][CH2:39]2.[Na+:49].[OH-:48]>>[c:2]1([NH:36][c:37]2[c:38]3[c:42]([cH:43][cH:44][cH:45]2)[C:41](=[O:46])[NH:40][CH2:39]3)[c:3]([C:4](=[O:5])[NH:6][c:7]2[cH:8][c:9]([O:17][CH2:18][CH:19]3[N:20]([CH3:24])[CH2:21][CH2:22][CH2:23]3)[c:10]([C:13]([F:14])([F:15])[F:16])[cH:11][cH:12]2)[cH:25][cH:26][cH:27][n:28]1. The reactants are O=C1N[C@H]2[C@@H](C=3C=CC=C(C13)C(F)(F)F)CN(C2)C(=O)OC(C)(C)C ((±)-cis-tert-butyl 5-oxo-6-(trifluoromethyl)-3,3a,4,5-tetrahydro-1H-pyrrolo[3,4-c]isoquinoline-2(9bH)-carboxylate), Cl (HCl), O1CCOCC1 (1,4-dioxane), O1CCOCC1 (dioxane). Solvent: C(C)OCC (diethyl ether). Reaction conditions: time 4 hour. The product is C(C)N(C(C1=C(C=CC=C1)C(F)(F)F)=O)CC (N,N-Diethyl-2-(trifluoromethyl)benzamide). The yield is 85.0%. Reaction SMILES: [O:1]=[C:2]1[C:11]2[C:10]([C:12]([F:15])([F:14])[F:13])=[CH:9][CH:8]=[CH:7][C:6]=2[C@H]2CN(C(OC(C)(C)C)=O)[CH2:18][C@H:4]2[NH:3]1.Cl.O1CCO[CH2:29][CH2:28]1>C(OCC)C>[CH2:28]([N:3]([CH2:4][CH3:18])[C:2](=[O:1])[C:11]1[CH:6]=[CH:7][CH:8]=[CH:9][C:10]=1[C:12]([F:13])([F:14])[F:15])[CH3:29]. Procedure details: To a solution of (±)-cis-tert-butyl 5-oxo-6-(trifluoromethyl)-3,3a,4,5-tetrahydro-1H-pyrrolo[3,4-c]isoquinoline-2(9bH)-carboxylate (50 mg, 0.14 mmol) in 1 mL of 1,4-dioxane was added 4 mL of 4 N HCl in dioxane. The reaction was allowed to stir for 4 h and then was diluted with diethyl ether. A solid slowly settled out of solution. The solvents were decanted and the remaining solid was triturated twice with diethyl ether and dried in vacuo to afford 35 mg (85%) of the title compound of Example 1 ...